Dataset: the Open Reaction Database (ORD), a public repository of structured organic reaction records. Task: describe an organic reaction: reactants, conditions, products, and yield Conditions: temperature 95 celsius. Procedure details: A quantity of 0.33 g (1 mmole) of benzooxazol-6-yl-(6-bromo-imidazo[1,2-a]pyrazin-8-yl)-amine is dissolved in 10 mL ethylene glycol dimethyl ether and the solution purged for 15 minutes with N2. Catalytic tetrakis(triphenylphosphine)palladium (10 mol %) is added and the solution purged with N2 for 5 minutes with vigorous stirring. 3-Aminophenylboronic acid hemisulfate (0.23 g, 1.25 mmole) is added to the reaction, followed by 4 mL of 1.0N Na2CO3 and the reaction heated to 95° C. overnight in a s... Reaction SMILES: O1[C:5]2[CH:6]=[C:7]([NH:10][C:11]3[C:12]4[N:13]([CH:18]=[CH:19][N:20]=4)[CH:14]=[C:15](Br)[N:16]=3)[CH:8]=[CH:9][C:4]=2N=C1.S(O)(O)(=O)=O.[NH2:26][C:27]1[CH:28]=[C:29](B(O)O)[CH:30]=[CH:31][CH:32]=1.[NH2:36][C:37]1C=C(B(O)O)C=CC=1.C([O-])([O-])=[O:47].[Na+].[Na+]>COCCOC>[NH2:26][C:27]1[CH:28]=[C:29]([C:15]2[N:16]=[C:11]([NH:10][C:7]3[CH:8]=[CH:9][C:4]4[O:47][CH:37]=[N:36][C:5]=4[CH:6]=3)[C:12]3[N:13]([CH:18]=[CH:19][N:20]=3)[CH:14]=2)[CH:30]=[CH:31][CH:32]=1 |f:1.2.3,4.5.6|. The reactants are S(=O)(=O)(O)O.NC=1C=C(C=CC1)B(O)O.NC=1C=C(C=CC1)B(O)O (3-Aminophenylboronic acid hemisulfate), O1C=NC2=C1C=C(C=C2)NC=2C=1N(C=C(N2)Br)C=CN1 (benzooxazol-6-yl-(6-bromo-imidazo[1,2-a]pyrazin-8-yl)-amine), C(=O)([O-])[O-].[Na+].[Na+] (Na2CO3). Product: NC=1C=C(C=CC1)C=1N=C(C=2N(C1)C=CN2)NC=2C=CC1=C(N=CO1)C2 ([6-(3-amino-phenyl)-imidazo[1,2-a]pyrazin-8-yl]-benzooxazol-5-yl-amine). Run in COCCOC (ethylene glycol dimethyl ether). Reactants: O=C(CC(CC1=C(C=C(C(=C1)F)F)F)N)N1CC=2N(CC1)C(=NN2)C(F)(F)F (4-oxo-4-[3-(trifluoromethyl)-5,6-dihydro[1,2,4]triazolo[4,3-a]pyrazin-7(8H)-yl]-1-(2,4,5-trifluorophenyl)butan-2-amine), O=C(C[C@H](CC1=C(C=C(C(=C1)F)F)F)N)N1CC=2N(CC1)C(=NN2)C(F)(F)F ((2S)-4-oxo-4-[3-(trifluoromethyl)-5,6-dihydro[1,2,4]triazolo[4,3-a]pyrazin-7(8H)-yl]-1-(2,4,5-trifluorophenyl)butan-2-amine), C(=O)(O)[O-].[Na+] (NaHCO3), O=C(CC(CC1=C(C=C(C(=C1)F)F)F)N)N1CC=2N(CC1)C(=NN2)C(F)(F)F (4-oxo-4-[3-(trifluoromethyl)-5,6-dihydro[1,2,4]triazolo[4,3-a]pyrazin-7(8H)-yl]-1-(2,4,5-trifluorophenyl)butan-2-amine), O.C(C1=CC=CC=C1)(=O)[C@]([C@](C(=O)O)(O)C(C1=CC=CC=C1)=O)(O)C(=O)O (Dibezoyl-L-tartaric acid monohydrate). Solvent: C(C)(=O)OCC (ethyl acetate), CC(C)O.CO (IPA methanol). Yields the product C(C1=CC=CC=C1)(=O)[C@]([C@](C(=O)O)(O)C(C1=CC=CC=C1)=O)(O)C(=O)O (Dibenzoyl-L-tartaric acid), O=C(CC(CC1=C(C=C(C(=C1)F)F)F)N)N1CC=2N(CC1)C(=NN2)C(F)(F)F (4-oxo-4-[3-(trifluoromethyl)-5,6-dihydro[1,2,4]triazolo[4,3-a]pyrazin-7(8H)-yl]-1-(2,4,5-trifluorophenyl)butan-2-amine). Reaction SMILES: [O:1]=[C:2]([N:16]1[CH2:21][CH2:20][N:19]2[C:22]([C:25]([F:28])([F:27])[F:26])=[N:23][N:24]=[C:18]2[CH2:17]1)[CH2:3][CH:4]([NH2:15])[CH2:5][C:6]1[CH:11]=[C:10]([F:12])[C:9]([F:13])=[CH:8][C:7]=1[F:14].O.[C:30]([C@@:38]([C:53]([OH:55])=[O:54])([OH:52])[C@@:39]([C:44](=[O:51])[C:45]1[CH:50]=[CH:49][CH:48]=[CH:47][CH:46]=1)([OH:43])[C:40]([OH:42])=[O:41])(=[O:37])[C:31]1[CH:36]=[CH:35][CH:34]=[CH:33][CH:32]=1.C([O-])(O)=O.[Na+].O=C(N1CCN2C(C(F)(F)F)=NN=C2C1)C[C@@H](N)CC1C=C(F)C(F)=CC=1F>CC(O)C.CO.C(OCC)(=O)C>[C:44]([C@@:39]([C:40]([OH:42])=[O:41])([OH:43])[C@@:38]([C:30](=[O:37])[C:31]1[CH:36]=[CH:35][CH:34]=[CH:33][CH:32]=1)([OH:52])[C:53]([OH:55])=[O:54])(=[O:51])[C:45]1[CH:50]=[CH:49][CH:48]=[CH:47][CH:46]=1.[O:1]=[C:2]([N:16]1[CH2:21][CH2:20][N:19]2[C:22]([C:25]([F:28])([F:27])[F:26])=[N:23][N:24]=[C:18]2[CH2:17]1)[CH2:3][CH:4]([NH2:15])[CH2:5][C:6]1[CH:11]=[C:10]([F:12])[C:9]([F:13])=[CH:8][C:7]=1[F:14] |f:1.2,3.4,6.7|. Procedure details: Dibenzoyl-L-tartaric acid salt of 4-oxo-4-[3-(trifluoromethyl)-5,6-dihydro[1,2,4]triazolo[4,3-a]pyrazin-7(8H)-yl]-1-(2,4,5-trifluorophenyl)butan-2-amine was prepared by reacting 4-oxo-4-[3-(trifluoromethyl)-5,6-dihydro[1,2,4]triazolo[4,3-a]pyrazin-7(8H)-yl]-1-(2,4,5-trifluorophenyl)butan-2-amine (1.0 mole) with Dibezoyl-L-tartaric acid monohydrate (1.18 molar equivalent) in IPA-methanol at 25-70° C. till solid mass precipitated out. The salt was filtered and washed with IPA; an enantiomerically ...